Dataset: the Open Reaction Database (ORD), a public repository of structured organic reaction records. Task: describe an organic reaction: reactants, conditions, products, and yield Reactants: CC1=C(C=NC=C1)N1C(NCC1)=O (1-(4-methyl-pyridin-3-yl)-imidazolidin-2-one), BrC=1C=NC(=NC1)Cl (5-bromo-2-chloro-pyrimidine), N[C@H]1[C@@H](CCCC1)N (trans-1,2-diamino cyclohexane), C([O-])([O-])=O.[K+].[K+] (potassium carbonate). The reagents and catalysts are [Cu](I)I (copper iodide). Solvent: O1CCOCC1 (1,4-dioxane). Product: ClC1=NC=C(C=N1)N1C(N(CC1)C=1C=NC=CC1C)=O (1-(2-Chloro-pyrimidin-5-yl)-3-(4-methyl-pyridin-3-yl)-imidazolidin-2-one). Isolated yield 26.5%. RXN SMILES: [CH3:1][C:2]1[CH:7]=[CH:6][N:5]=[CH:4][C:3]=1[N:8]1[CH2:12][CH2:11][NH:10][C:9]1=[O:13].Br[C:15]1[CH:16]=[N:17][C:18]([Cl:21])=[N:19][CH:20]=1.N[C@@H]1CCCC[C@H]1N.C(=O)([O-])[O-].[K+].[K+]>[Cu](I)I.O1CCOCC1>[Cl:21][C:18]1[N:19]=[CH:20][C:15]([N:10]2[CH2:11][CH2:12][N:8]([C:3]3[CH:4]=[N:5][CH:6]=[CH:7][C:2]=3[CH3:1])[C:9]2=[O:13])=[CH:16][N:17]=1 |f:3.4.5|. Reported procedure: Using the same reaction conditions as in Example 14, 1-(4-methyl-pyridin-3-yl)-imidazolidin-2-one (I-14b: 150 mg, 0.8465 mmol) was reacted with 5-bromo-2-chloro-pyrimidine (163.7 mg, 0.8465 mmol), 1,4-dioxane (30 mL), copper iodide (16 mg, 0.08465 mmol), trans-1,2-diamino cyclohexane (29 mg, 0.2539 mmol) and potassium carbonate (468 mg, 3.3860 mmol) to afford the crude product. Purification by column chromatography on silica gel (2% MeOH in chloroform), followed by preparative HPLC afforded 65 m... The reactants are C(CCCCCCCCCCCCCCCCCCCCC)(=O)[O-].[Na+] (sodium behenate), C(CCCCCCCCCCCCCCCCCCCCC)(=O)[O-].[Na+] (sodium behenate), [N+](=O)([O-])[O-].[Ag+] (silver nitrate), [N+](=O)([O-])[O-].[Ag+] (silver nitrate), [Ag] (silver). Product: C(CCCCCCCCCCCCCCCCCCCCC)(=O)[O-].[Ag+] (Silver Behenate). RXN SMILES: [C:1]([O-:24])(=[O:23])[CH2:2][CH2:3][CH2:4][CH2:5][CH2:6][CH2:7][CH2:8][CH2:9][CH2:10][CH2:11][CH2:12][CH2:13][CH2:14][CH2:15][CH2:16][CH2:17][CH2:18][CH2:19][CH2:20][CH2:21][CH3:22].[Na+].[N+]([O-])([O-])=O.[Ag+:30].[Ag]>>[C:1]([O-:24])(=[O:23])[CH2:2][CH2:3][CH2:4][CH2:5][CH2:6][CH2:7][CH2:8][CH2:9][CH2:10][CH2:11][CH2:12][CH2:13][CH2:14][CH2:15][CH2:16][CH2:17][CH2:18][CH2:19][CH2:20][CH2:21][CH3:22].[Ag+:30] |f:0.1,2.3,5.6|. Procedure details: To a solution prepared by dissolving 30 g of ossein gelatin in 750 ml distilled water, a 2.94M silver nitrate solution was added to result in a silver electrical potential of 400 mV. To the resulting solution, 374 ml of the above-mentioned sodium behenate solution was added at a rate of 44.6 ml/minute at 78° C., employing a controlled double-jet method, at the same time, an aqueous 2.94M silver nitrate solution was added to maintain the silver electrical potential at 400 mV. During the addition,...